From a dataset of the Open Reaction Database (ORD), a public repository of structured organic reaction records. describe an organic reaction: reactants, conditions, products, and yield The reactants are OC1=CC=C(C=C1)CCCN1C=NC=C1 (1-[3-(4-hydroxyphenyl)propyl]imidazole), ClCC=1N=C(OC1)C1=CC=CC=C1 (4-chloromethyl-2-phenyloxazole). Yields the product N1(C=NC=C1)CCCC1=CC=C(OCC=2N=C(OC2)C2=CC=CC=C2)C=C1 (4-[4-[3-(1-imidazolyl)propyl]phenoxymethyl]-2-phenyloxazole). Isolated yield 42.0%. As a reaction SMILES: [OH:1][C:2]1[CH:7]=[CH:6][C:5]([CH2:8][CH2:9][CH2:10][N:11]2[CH:15]=[CH:14][N:13]=[CH:12]2)=[CH:4][CH:3]=1.Cl[CH2:17][C:18]1[N:19]=[C:20]([C:23]2[CH:28]=[CH:27][CH:26]=[CH:25][CH:24]=2)[O:21][CH:22]=1>>[N:11]1([CH2:10][CH2:9][CH2:8][C:5]2[CH:6]=[CH:7][C:2]([O:1][CH2:17][C:18]3[N:19]=[C:20]([C:23]4[CH:24]=[CH:25][CH:26]=[CH:27][CH:28]=4)[O:21][CH:22]=3)=[CH:3][CH:4]=2)[CH:15]=[CH:14][N:13]=[CH:12]1. Reported procedure: In substantially the same manner as in Working Example 37, 1-[3-(4-hydroxyphenyl)propyl]imidazole was allowed to react with 4-chloromethyl-2-phenyloxazole to give 4-[4-[3-(1-imidazolyl)propyl]phenoxymethyl]-2-phenyloxazole. The yield was 42%. Recrystallization from ethyl acetate-hexane gave colorless prisms, mp 111-112° C. Reactants: 1-(3-dimethylaminopropyl)-3-ethylcarbodiimine hydrochloride, C1(=CC=CC=C1)CC(=O)O (phenylacetic acid), [OH-].[Na+] (sodium hydroxide), Cl.CNOC (N,O-dimethylhydroxylamine hydrochloride), [OH-].[Na+] (sodium hydroxide). The solvent is O (water), O (water), O1CCCC1 (tetrahydrofuran). Conditions: time 3 hour. The product is CON(C(CC1=CC=CC=C1)=O)C (N-methoxy-N-methyl-2-phenylacetamide). Isolated yield 99.4%. RXN SMILES: [C:1]1([CH2:7][C:8]([OH:10])=O)[CH:6]=[CH:5][CH:4]=[CH:3][CH:2]=1.Cl.[CH3:12][NH:13][O:14][CH3:15].[OH-].[Na+]>O1CCCC1.O>[CH3:15][O:14][N:13]([CH3:12])[C:8](=[O:10])[CH2:7][C:1]1[CH:6]=[CH:5][CH:4]=[CH:3][CH:2]=1 |f:1.2,3.4|. Procedure: Based on a procedure found in the literature (Guanti, G.; Banfi, L.; Riva, R. Tetrahedron 50(41), 1994, 11945-11966), a solution of phenylacetic acid (10 g, 73 mmol) in tetrahydrofuran (150 mL) is combined with a solution of N,O-dimethylhydroxylamine hydrochloride (13 g, 130 mmol) in water (150 mL). The pH is adjusted to 4.5 by the addition of 1 N aqueous sodium hydroxide solution. To the mixture is added 1-(3-dimethylaminopropyl)-3-ethylcarbodiimine hydrochloride (36 g, 190 mmol) as a solution ... The reactants are C(C)(C)(C)OC(=O)N1C(=NC2=C1C=CC=C2)CNC2CCCC=1C=CC=NC21 ([1-(tert-butoxycarbonyl)-(1H-benzimidazol-2-ylmethyl)]-(5,6,7,8-tetrahydro-quinolin-8-yl)-amine), C1=CC2=C(C=C1C=O)OCO2 (piperonal), CC(=O)O (AcOH), [BH-](OC(=O)C)(OC(=O)C)OC(=O)C.[Na+] (NaBH(OAc)3), resultant suspension, crude product. The solvent is C1CCOC1 (THF), C(Cl)Cl (CH2Cl2), FC(C(=O)O)(F)F (trifluoroacetic acid). Reaction conditions: time 1.5 hour. The product is O1COC2=C1C=CC(=C2)CN(C2CCCC=1C=CC=NC21)CC2=NC1=C(N2)C=CC=C1 (benzo[1,3]dioxol-5-ylmethyl-(1H-benzoimidazol-2-ylmethyl)-(5,6,7,8-tetrahydro-quinolin-8-yl)-amine). Yield: 33.1%. As a reaction SMILES: C(OC([N:8]1[C:12]2[CH:13]=[CH:14][CH:15]=[CH:16][C:11]=2[N:10]=[C:9]1[CH2:17][NH:18][CH:19]1[C:28]2[N:27]=[CH:26][CH:25]=[CH:24][C:23]=2[CH2:22][CH2:21][CH2:20]1)=O)(C)(C)C.[CH:29]1[C:34]([CH:35]=O)=[CH:33][C:32]2[O:37][CH2:38][O:39][C:31]=2[CH:30]=1.CC(O)=O.[BH-](OC(C)=O)(OC(C)=O)OC(C)=O.[Na+]>C1COCC1.C(Cl)Cl.FC(F)(F)C(O)=O>[O:39]1[C:31]2[CH:30]=[CH:29][C:34]([CH2:35][N:18]([CH2:17][C:9]3[NH:8][C:12]4[CH:13]=[CH:14][CH:15]=[CH:16][C:11]=4[N:10]=3)[CH:19]3[C:28]4[N:27]=[CH:26][CH:25]=[CH:24][C:23]=4[CH2:22][CH2:21][CH2:20]3)=[CH:33][C:32]=2[O:37][CH2:38]1 |f:3.4|. Reported procedure: Using General Procedure B: To a solution of [1-(tert-butoxycarbonyl)-(1H-benzimidazol-2-ylmethyl)]-(5,6,7,8-tetrahydro-quinolin-8-yl)-amine (125 mg, 0.33 mmol), piperonal (50 mg, 0.33 mmol) and AcOH (0.02 mL, 0.33 mmol) in THF (3.3 mL) was added NaBH(OAc)3 (210 mg, 0.99 mmol) and the resultant suspension stirred at room temperature for 16 h. The crude product was dissolved in a mixture of CH2Cl2 (˜2 mL) and trifluoroacetic acid (˜2 mL). After 1.5 h, the reaction mixture was concentrated, redisso... The reactants are C(=O)(OC(C)(C)C)NCC#C (N-BOC propargyl amine), [Li]CCCC (n-BuLi), hexanes, CON(C(=O)C1=C(N=C(O1)C1=CC=CC=C1)C)C (4-methyl-2-phenyl-oxazole-5-carboxylic acid methoxy-methyl-amide). Solvent: C1CCOC1 (THF), C1CCOC1 (THF). Run at temperature -15 celsius, time 30 minute. The product is C(C)(C)(C)OC(NCC#CC(=O)C1=C(N=C(O1)C1=CC=CC=C1)C)=O ([4-(4-Methyl-2-phenyl-oxazol-5-yl)-4-oxo-but-2-ynyl]-carbamic Acid Tert-butyl Ester). RXN SMILES: [C:1]([NH:8][CH2:9][C:10]#[CH:11])([O:3][C:4]([CH3:7])([CH3:6])[CH3:5])=[O:2].[Li]CCCC.CON(C)[C:20]([C:22]1[O:26][C:25]([C:27]2[CH:32]=[CH:31][CH:30]=[CH:29][CH:28]=2)=[N:24][C:23]=1[CH3:33])=[O:21]>C1COCC1>[C:4]([O:3][C:1](=[O:2])[NH:8][CH2:9][C:10]#[C:11][C:20]([C:22]1[O:26][C:25]([C:27]2[CH:28]=[CH:29][CH:30]=[CH:31][CH:32]=2)=[N:24][C:23]=1[CH3:33])=[O:21])([CH3:5])([CH3:6])[CH3:7]. Procedure: A −15° C. solution of N-BOC propargyl amine (651 mg, 4.2 mmole, 3.5 eq) in dry THF (12 ml) was treated dropwise with a 1.6M n-BuLi in hexanes solution (5.25 ml, 8.4 mmole, 7.0 eq) and the pale yellow dianion solution was stirred at −15° C. for 30 minutes under nitrogen. A dry THF solution (3 ml) of the above-prepared 4-methyl-2-phenyl-oxazole-5-carboxylic acid methoxy-methyl-amide (296 mg, 1.2 mmole, 1.0 eq) was added dropwise to the dianion solution at −15° C. and the mixture stirred at 0° C. f... Reactants: CCOC(=O)Cc1ccc(Oc2ccc3[nH]c(=O)ccc3c2[N+](=O)[O-])c(OC)c1, CCO. Product: CCOC(=O)Cc1ccc(Oc2ccc3[nH]c(=O)ccc3c2N)c(OC)c1. Reaction SMILES: [CH3:1][O:2][c:3]1[cH:4][c:5]([CH2:24][C:25](=[O:26])[O:27][CH2:28][CH3:29])[cH:6][cH:7][c:8]1[O:9][c:10]1[c:11]([N+:21]([O-:22])=[O:23])[c:12]2[cH:13][cH:14][c:15](=[O:20])[nH:16][c:17]2[cH:18][cH:19]1.[CH3:30][CH2:31][OH:32]>>[CH3:1][O:2][c:3]1[cH:4][c:5]([CH2:24][C:25](=[O:26])[O:27][CH2:28][CH3:29])[cH:6][cH:7][c:8]1[O:9][c:10]1[c:11]([NH2:21])[c:12]2[cH:13][cH:14][c:15](=[O:20])[nH:16][c:17]2[cH:18][cH:19]1. The reactants are O=C1CCC(=O)N1Br, ClC(Cl)(Cl)Cl, O=C(OOC(=O)c1ccccc1)c1ccccc1, Cc1ccccc1, CCc1ccc(C(=O)c2cccs2)cc1. Product: CC(Br)c1ccc(C(=O)c2cccs2)cc1. RXN SMILES: [Br:16][N:17]1[C:18](=[O:19])[CH2:20][CH2:21][C:22]1=[O:23].[C:24]([Cl:25])([Cl:26])([Cl:27])[Cl:28].[C:29]([O:30][O:31][C:32](=[O:33])[c:34]1[cH:35][cH:36][cH:37][cH:38][cH:39]1)(=[O:40])[c:41]1[cH:42][cH:43][cH:44][cH:45][cH:46]1.[CH3:47][c:48]1[cH:49][cH:50][cH:51][cH:52][cH:53]1.[s:1]1[c:2]([C:6](=[O:7])[c:8]2[cH:9][cH:10][c:11]([CH2:14][CH3:15])[cH:12][cH:13]2)[cH:3][cH:4][cH:5]1>>[s:1]1[c:2]([C:6](=[O:7])[c:8]2[cH:9][cH:10][c:11]([CH:14]([CH3:15])[Br:16])[cH:12][cH:13]2)[cH:3][cH:4][cH:5]1. Starting materials: CCOC(C)=O, Clc1ccc(Cl)nc1, O, OB(O)c1ccccc1. Product: Clc1ccc(-c2ccccc2)nc1. RXN SMILES: [CH3:19][CH2:20][O:21][C:22]([CH3:23])=[O:24].[Cl:1][c:2]1[n:3][cH:4][c:5]([Cl:8])[cH:6][cH:7]1.[OH2:18].[OH:9][B:10]([OH:11])[c:12]1[cH:13][cH:14][cH:15][cH:16][cH:17]1>>[c:2]1(-[c:12]2[cH:13][cH:14][cH:15][cH:16][cH:17]2)[n:3][cH:4][c:5]([Cl:8])[cH:6][cH:7]1. Starting materials: CO, Cn1ncc(Cl)c1-c1cc(C(=O)NC(Cc2ccc(F)c(F)c2)CN2C(=O)c3ccccc3C2=O)oc1Cl, NN. The product is Cn1ncc(Cl)c1-c1cc(C(=O)NC(CN)Cc2ccc(F)c(F)c2)oc1Cl. RXN SMILES: [CH3:41][OH:42].[Cl:1][c:2]1[c:3](-[c:32]2[c:33]([Cl:38])[cH:34][n:35][n:36]2[CH3:37])[cH:4][c:5]([C:7](=[O:8])[NH:9][CH:10]([CH2:11][c:12]2[cH:13][c:14]([F:19])[c:15]([F:18])[cH:16][cH:17]2)[CH2:20][N:21]2[C:22](=[O:23])[c:24]3[c:25]([cH:26][cH:27][cH:28][cH:29]3)[C:30]2=[O:31])[o:6]1.[NH2:39][NH2:40]>>[Cl:1][c:2]1[c:3](-[c:32]2[c:33]([Cl:38])[cH:34][n:35][n:36]2[CH3:37])[cH:4][c:5]([C:7](=[O:8])[NH:9][CH:10]([CH2:11][c:12]2[cH:13][c:14]([F:19])[c:15]([F:18])[cH:16][cH:17]2)[CH2:20][NH2:21])[o:6]1. The reactants are C(CCCC)NC=1N=CNC1C1=NC(=NN1)C1=CC=CC=C1 (N-pentyl-5-(3-phenyl-1H-1,2,4-triazol-5-yl)-1H-imidazol-4-amine), C1=CN(C=N1)C(=O)N2C=CN=C2 (N,N-carbonyldiimidazole). Run in C1CCOC1 (THF). Conditions: temperature 70 celsius, time 2 hour. Product: C(CCCC)N1C(N2C(C=3NC=NC13)=NC(=N2)C2=CC=CC=C2)=O (4-pentyl-8-phenyl-1,4-dihydro-5H-[1,2,4]triazolo[5,1-i]purin-5-one). The yield is 45.6%. RXN SMILES: [CH2:1]([NH:6][C:7]1[N:8]=[CH:9][NH:10][C:11]=1[C:12]1[NH:16][N:15]=[C:14]([C:17]2[CH:22]=[CH:21][CH:20]=[CH:19][CH:18]=2)[N:13]=1)[CH2:2][CH2:3][CH2:4][CH3:5].C1N=CN([C:28](N2C=NC=C2)=[O:29])C=1>C1COCC1>[CH2:1]([N:6]1[C:7]2[N:8]=[CH:9][NH:10][C:11]=2[C:12]2=[N:13][C:14]([C:17]3[CH:22]=[CH:21][CH:20]=[CH:19][CH:18]=3)=[N:15][N:16]2[C:28]1=[O:29])[CH2:2][CH2:3][CH2:4][CH3:5]. Reported procedure: N-pentyl-5-(3-phenyl-1H-1,2,4-triazol-5-yl)-1H-imidazol-4-amine (50 mg, 0.17 mmol) and N,N-carbonyldiimidazole (50 mg, 0.3 mmol) were dissolved in THF (10 mL) and stirred at 70° C. for 2 hours. The reaction mixture was concentrated under reduced pressure, and the residue was purified by preparative LCMS (method B) to yield the desired product (25 mg, 45% yield). LCMS calculated for C17H19N6O(M+H): 323.2. found 323.1.